From a dataset of the Open Reaction Database (ORD), a public repository of structured organic reaction records. describe an organic reaction: reactants, conditions, products, and yield The reactants are COS(=O)(=O)O, CO, c1ccc(-c2cc(-c3ccccc3)[nH]n2)cc1. The product is Cn1nc(-c2ccccc2)cc1-c1ccccc1. RXN SMILES: [CH3:18][O:19][S:20](=[O:21])(=[O:22])[OH:23].[CH3:24][OH:25].[c:1]1(-[c:7]2[n:8][nH:9][c:10](-[c:12]3[cH:13][cH:14][cH:15][cH:16][cH:17]3)[cH:11]2)[cH:2][cH:3][cH:4][cH:5][cH:6]1>>[c:1]1(-[c:7]2[n:8]([CH3:18])[n:9][c:10](-[c:12]3[cH:13][cH:14][cH:15][cH:16][cH:17]3)[cH:11]2)[cH:2][cH:3][cH:4][cH:5][cH:6]1. Starting materials: FC1=C(C=CC(=C1)F)[C@]1([C@H](C(=O)O)C)CO1 ((2R,3R)-3-(2,4-Difluorophenyl)-3,4-epoxy-2-methylbutanoic acid), [NH4+].[Cl-] (NH4Cl), mineral oil, [H][H] (hydrogen), N1N=CN=C1 (1,2,4-triazole). Solvent: CN(C)C=O (DMF), CN(C)C=O (DMF), CCCCCC (hexane). Reaction conditions: temperature 60 celsius. The product is FC1=C(C=CC(=C1)F)[C@]([C@H](C(=O)O)C)(CN1N=CN=C1)O ((2R ,3 R )-3-(2,4-Difluorophenyl)-3-hydroxy-2-methyl-4-(1H-1,2,4-triazol-1-yl)butanoic acid). Reaction SMILES: [NH:1]1[CH:5]=[N:4][CH:3]=[N:2]1.[H][H].[F:8][C:9]1[CH:14]=[C:13]([F:15])[CH:12]=[CH:11][C:10]=1[C@:16]1([O:23][CH2:22]1)[C@@H:17]([CH3:21])[C:18]([OH:20])=[O:19].[NH4+].[Cl-]>CN(C=O)C.CCCCCC>[F:8][C:9]1[CH:14]=[C:13]([F:15])[CH:12]=[CH:11][C:10]=1[C@@:16]([OH:23])([CH2:22][N:1]1[CH:5]=[N:4][CH:3]=[N:2]1)[C@@H:17]([CH3:21])[C:18]([OH:20])=[O:19] |f:3.4|. Procedure: To a cooled (0° C.) suspension of Nail (55% mineral oil dispersion, 288 mg, 6.6 mmol, washed with hexane) in DMF (25 mL) was added 1,2,4-triazole (0.5 g, 7.2 mmol) and the mixture was stirred at 0° C. until hydrogen gas ceased to evolve. Then, a solution of unpurified (2R,3R)-3-(2,4-difluorophenyl)-3,4-epoxy-2-methylbutanoic acid (0.5 g) (obtained in reference example 29) in DMF (3 mL) was slowly added and the mixture was heated to 60° C. during 2 h. A saturated NH4Cl aqueous solution was then a...